This data is from the Open Reaction Database (ORD), a public repository of structured organic reaction records. The task is: describe an organic reaction: reactants, conditions, products, and yield Reactants: COC1=CC=C(C=C1)C1=C(NC2=CC=CC=C12)C=1C(=NOC1C)C (4-(3-(4-methoxyphenyl)-1H-indol-2-yl)-3,5-dimethylisoxazole), N(=C=O)CC (isocyanatoethane), N(=C=O)CC (isocyanatoethane). Solvent: CN(C)C=O (DMF). Run at temperature 70 celsius. The product is CC1=NOC(=C1C=1N(C2=CC=CC=C2C1C1=CC=C(C=C1)OC)C(=O)NCC)C (2-(3,5-dimethylisoxazol-4-yl)-N-ethyl-3-(4-methoxyphenyl)-1H-indole-1-carboxamide). RXN SMILES: [CH3:1][O:2][C:3]1[CH:8]=[CH:7][C:6]([C:9]2[C:17]3[C:12](=[CH:13][CH:14]=[CH:15][CH:16]=3)[NH:11][C:10]=2[C:18]2[C:19]([CH3:24])=[N:20][O:21][C:22]=2[CH3:23])=[CH:5][CH:4]=1.[N:25]([CH2:28][CH3:29])=[C:26]=[O:27]>CN(C=O)C>[CH3:24][C:19]1[C:18]([C:10]2[N:11]([C:26]([NH:25][CH2:28][CH3:29])=[O:27])[C:12]3[C:17]([C:9]=2[C:6]2[CH:5]=[CH:4][C:3]([O:2][CH3:1])=[CH:8][CH:7]=2)=[CH:16][CH:15]=[CH:14][CH:13]=3)=[C:22]([CH3:23])[O:21][N:20]=1. Procedure: 4-(3-(4-methoxyphenyl)-1H-indol-2-yl)-3,5-dimethylisoxazole (15 mg, 0.06 mmol) and isocyanatoethane (40 μl) were mixed 1 ml dry DMF under nitrogen. The mixture was heated at 70° C. for 3 h. 100 μl isocyanatoethane were added and the heating at 70° C. continued over night. The crude reaction mixture was purified by prep HPLC. 8.0 mg 2-(3,5-dimethylisoxazol-4-yl)-N-ethyl-3-(4-methoxyphenyl)-1H-indole-1-carboxamide was obtained.